This data is from the Open Reaction Database (ORD), a public repository of structured organic reaction records. The task is: describe an organic reaction: reactants, conditions, products, and yield Reactants: Cc1c([N+](=O)[O-])cc(Br)c(Oc2cc(C=O)c(O)c(C(C)C)c2)c1Br, CCO, [Na+], [Na+], [Na+], O=C([O-])O, O=S([O-])S(=O)[O-]. Product: Cc1c(N)cc(Br)c(Oc2cc(C=O)c(O)c(C(C)C)c2)c1Br. As a reaction SMILES: [Br:1][c:2]1[c:3]([O:4][c:5]2[cH:6][c:7]([CH:14]([CH3:15])[CH3:16])[c:8]([OH:13])[c:9]([CH:10]=[O:11])[cH:12]2)[c:17]([Br:25])[cH:18][c:19]([N+:22]([O-:23])=[O:24])[c:20]1[CH3:21].[CH3:39][CH2:40][OH:41].[Na+:32].[Na+:33].[Na+:38].[O-:34][C:35]([OH:36])=[O:37].[S:26]([S:27]([O-:28])=[O:29])([O-:30])=[O:31]>>[Br:1][c:2]1[c:3]([O:4][c:5]2[cH:6][c:7]([CH:14]([CH3:15])[CH3:16])[c:8]([OH:13])[c:9]([CH:10]=[O:11])[cH:12]2)[c:17]([Br:25])[cH:18][c:19]([NH2:22])[c:20]1[CH3:21]. The reactants are CON(C(=O)C1=CN(C2=CC=CC=C2C1=O)CC1=CC(=CC=C1)Cl)C (1-(3-chloro-benzyl)-4-oxo-1,4-dihydro-quinoline-3-carboxylic acid methoxy-methyl-amide), white solid, COC1=CC=C(C=C1)[Mg]Br (4-methoxyphenylmagnesium bromide). Run in C1CCOC1 (THF). The product is ClC=1C=C(CN2C=C(C(C3=CC=CC=C23)=O)C(C2=CC=C(C=C2)OC)=O)C=CC1 (1-(3-Chloro-benzyl)-3-(4-methoxy-benzoyl)-1H-quinolin-4-one). As a reaction SMILES: CON(C)[C:4]([C:6]1[C:15](=[O:16])[C:14]2[C:9](=[CH:10][CH:11]=[CH:12][CH:13]=2)[N:8]([CH2:17][C:18]2[CH:23]=[CH:22][CH:21]=[C:20]([Cl:24])[CH:19]=2)[CH:7]=1)=[O:5].[CH3:26][O:27][C:28]1[CH:33]=[CH:32][C:31]([Mg]Br)=[CH:30][CH:29]=1>C1COCC1>[Cl:24][C:20]1[CH:19]=[C:18]([CH:23]=[CH:22][CH:21]=1)[CH2:17][N:8]1[C:9]2[C:14](=[CH:13][CH:12]=[CH:11][CH:10]=2)[C:15](=[O:16])[C:6]([C:4](=[O:5])[C:31]2[CH:32]=[CH:33][C:28]([O:27][CH3:26])=[CH:29][CH:30]=2)=[CH:7]1. Reported procedure: Experimental conditions analogous to those described for Step 6 of Example 60, from 300 mg (0.84 mmol) of 1-(3-chloro-benzyl)-4-oxo-1,4-dihydro-quinoline-3-carboxylic acid methoxy-methyl-amide in 3 mL THF and 3.7 mL 0.5M 4-methoxyphenylmagnesium bromide. Yield: 168 mg of a white solid. LC-MSD, m/z for C24H18ClNO3 [M+H]+=404.1, 406.0; HPLC retention time: 2.4 min.